From a dataset of the Open Reaction Database (ORD), a public repository of structured organic reaction records. describe an organic reaction: reactants, conditions, products, and yield Reactants: CC1(OC[C@@H](N1C(=O)OC(C)(C)C)CCC1=CC=C(C=C1)NC1=NC=C(C=N1)S(=O)C)C ((4S)-tert-butyl 2,2-dimethyl-4-(4-(5-(methylsulfinyl)pyrimidin-2-ylamino)phenethyl)oxazolidine-3-carboxylate), C1=CC(=CC(=C1)Cl)C(=O)OO (m-CPBA). Solvent: [O-]S(=O)[O-].[Na+].[Na+] (Na2SO3), ClCCl (dichloromethane). Run at time 40 minute. Yields the product CC1(OC[C@@H](N1C(=O)OC(C)(C)C)CCC1=CC=C(C=C1)NC1=NC=C(C=N1)S(=O)(=O)C)C ((S)-tert-butyl 2,2-dimethyl-4-(4-(5-(methylsulfonyl)pyrimidin-2-ylamino)phenethyl)oxazolidine-3-carboxylate). Isolated yield 114.5%. As a reaction SMILES: [CH3:1][C:2]1([CH3:32])[N:6]([C:7]([O:9][C:10]([CH3:13])([CH3:12])[CH3:11])=[O:8])[C@@H:5]([CH2:14][CH2:15][C:16]2[CH:21]=[CH:20][C:19]([NH:22][C:23]3[N:28]=[CH:27][C:26]([S:29]([CH3:31])=[O:30])=[CH:25][N:24]=3)=[CH:18][CH:17]=2)[CH2:4][O:3]1.C1C=C(Cl)C=C(C(OO)=[O:41])C=1>ClCCl.[O-]S([O-])=O.[Na+].[Na+]>[CH3:1][C:2]1([CH3:32])[N:6]([C:7]([O:9][C:10]([CH3:11])([CH3:12])[CH3:13])=[O:8])[C@@H:5]([CH2:14][CH2:15][C:16]2[CH:21]=[CH:20][C:19]([NH:22][C:23]3[N:28]=[CH:27][C:26]([S:29]([CH3:31])(=[O:41])=[O:30])=[CH:25][N:24]=3)=[CH:18][CH:17]=2)[CH2:4][O:3]1 |f:3.4.5|. Procedure: To a stirred solution of (4S)-tert-butyl 2,2-dimethyl-4-(4-(5-(methylsulfinyl)pyrimidin-2-ylamino)phenethyl)oxazolidine-3-carboxylate (227 mg) in dichloromethane (5 ml) was added m-CPBA (155 mg) and stirring was continued at RT for 40 min. The reaction mixture was then diluted with aq. Na2SO3 solution and extracted with dichloromethane. The organic layers were dried over MgSO4 and concentrated in vacuo to give (S)-tert-butyl 2,2-dimethyl-4-(4-(5-(methylsulfonyl)pyrimidin-2-ylamino)phenethyl)oxaz...